From a dataset of the Open Reaction Database (ORD), a public repository of structured organic reaction records. describe an organic reaction: reactants, conditions, products, and yield Starting materials: C(C)OC(CCN1C(=NC2=C1C=CC=C2)C(=O)N([C@@H]2CN(C[C@@H](C2)C(=O)N2CCOCC2)C(=O)OC(C)(C)C)CC(C)C)=O (tert-Butyl(3S, 5R)-3-[{[1-(3-ethoxy-3-oxopropyl)-1H-benzimidazol-2-yl]carbonyl}(2-methylpropyl)amino]-5-(morpholin-4-ylcarbonyl)piperidine-1-carboxylate), C(C)O (ethanol), O.NN (hydrazine monohydrate). Run at temperature 0 celsius. The product is C(C)(=O)NNC(CCN1C(=NC2=C1C=CC=C2)C(=O)N([C@@H]2CN(C[C@@H](C2)C(=O)N2CCOCC2)C(=O)OC(C)(C)C)CC(C)C)=O (tert-butyl(3S, 5R)-3-[({1-[3-(2-acetylhydrazino)-3-oxopropyl]-1H-benzimidazol-2-yl}carbonyl)(2-methylpropyl)amino]-5-(morpholin-4-ylcarbonyl)piperidine-1-carboxylate). As a reaction SMILES: C([O:3][C:4](=O)[CH2:5][CH2:6][N:7]1[C:11]2[CH:12]=[CH:13][CH:14]=[CH:15][C:10]=2[N:9]=[C:8]1[C:16]([N:18]([CH2:40][CH:41]([CH3:43])[CH3:42])[C@H:19]1[CH2:24][C@@H:23]([C:25]([N:27]2[CH2:32][CH2:31][O:30][CH2:29][CH2:28]2)=[O:26])[CH2:22][N:21]([C:33]([O:35][C:36]([CH3:39])([CH3:38])[CH3:37])=[O:34])[CH2:20]1)=[O:17])C.O.[NH2:46][NH2:47].[CH2:48]([OH:50])[CH3:49]>>[C:48]([NH:46][NH:47][C:4](=[O:3])[CH2:5][CH2:6][N:7]1[C:11]2[CH:12]=[CH:13][CH:14]=[CH:15][C:10]=2[N:9]=[C:8]1[C:16]([N:18]([CH2:40][CH:41]([CH3:43])[CH3:42])[C@H:19]1[CH2:24][C@@H:23]([C:25]([N:27]2[CH2:28][CH2:29][O:30][CH2:31][CH2:32]2)=[O:26])[CH2:22][N:21]([C:33]([O:35][C:36]([CH3:39])([CH3:37])[CH3:38])=[O:34])[CH2:20]1)=[O:17])(=[O:50])[CH3:49] |f:1.2|. Procedure: tert-Butyl(3S, 5R)-3-[{[1-(3-ethoxy-3-oxopropyl)-1H-benzimidazol-2-yl]carbonyl}(2-methylpropyl)amino]-5-(morpholin-4-ylcarbonyl)piperidine-1-carboxylate (307 mg) was dissolved in ethanol (10 ml), hydrazine monohydrate (243 μl) was added and the mixture was heated under reflux for 6 hr with stirring. The reaction mixture was concentrated, ethyl acetate was added to the residue, and the mixture was washed with saturated brine, and dried over anhydrous sodium sulfate. The solvent was evaporated und... Starting materials: NC=1SC2=C(N1)C=CC(=C2)OC=2C=C(C=CC2C)NC(C2=CC(=CC=C2)C2(CC2)C#N)=O (N-{3-[(2-amino-1,3-benzothiazol-6-yl)oxy]-4-methylphenyl}-3-(1-cyanocyclopropyl)benzamide), C(C)(=O)OCC(=O)Cl (2-chloro-2-oxoethyl acetate), [OH-].[Na+] (sodium hydroxide). Product: C(#N)C1(CC1)C=1C=C(C(=O)NC2=CC(=C(C=C2)C)OC2=CC3=C(N=C(S3)NC(CO)=O)C=C2)C=CC1 (3-(1-cyanocyclopropyl)-N-[3-({2-[(hydroxyacetyl)amino]-1,3-benzothiazol-6-yl}oxy)-4-methylphenyl]benzamide). The yield is 13.6%. Reaction SMILES: [NH2:1][C:2]1[S:3][C:4]2[CH:10]=[C:9]([O:11][C:12]3[CH:13]=[C:14]([NH:19][C:20](=[O:32])[C:21]4[CH:26]=[CH:25][CH:24]=[C:23]([C:27]5([C:30]#[N:31])[CH2:29][CH2:28]5)[CH:22]=4)[CH:15]=[CH:16][C:17]=3[CH3:18])[CH:8]=[CH:7][C:5]=2[N:6]=1.C([O:36][CH2:37][C:38](Cl)=[O:39])(=O)C.[OH-].[Na+]>>[C:30]([C:27]1([C:23]2[CH:22]=[C:21]([CH:26]=[CH:25][CH:24]=2)[C:20]([NH:19][C:14]2[CH:15]=[CH:16][C:17]([CH3:18])=[C:12]([O:11][C:9]3[CH:8]=[CH:7][C:5]4[N:6]=[C:2]([NH:1][C:37](=[O:36])[CH2:38][OH:39])[S:3][C:4]=4[CH:10]=3)[CH:13]=2)=[O:32])[CH2:29][CH2:28]1)#[N:31] |f:2.3|. Reported procedure: Using N-{3-[(2-amino-1,3-benzothiazol-6-yl)oxy]-4-methylphenyl}-3-(1-cyanocyclopropyl)benzamide (0.11 g, 0.25 mmol) produced in Example A35(iv), 2-chloro-2-oxoethyl acetate (0.27 g, 2.0 mmol), and 8N aqueous sodium hydroxide solution (1 mL), and in the same manner as in Example A30, the title compound (17 mg, 14%) was obtained as a pale-yellow powder. The reactants are ClC=1C2=C(SC1C(=O)O)C=C(C(=C2)O)OC (3-Chloro-5-hydroxy-6-methoxy-benzo[b]thiophene-2-carboxylic acid), [N+](=O)(O)[O-] (nitric acid). The solvent is C(C)(=O)OCC (ethyl acetate), ClCCl (dichloromethane). Conditions: time 10 minute. Yields the product ClC=1C2=C(SC1C(=O)O)C=C(C(=C2[N+](=O)[O-])O)OC (3-Chloro-5-hydroxy-6-methoxy-4-nitro-benzo[b]thiophene-2-carboxylic acid). RXN SMILES: [Cl:1][C:2]1[C:3]2[CH:13]=[C:12]([OH:14])[C:11]([O:15][CH3:16])=[CH:10][C:4]=2[S:5][C:6]=1[C:7]([OH:9])=[O:8].[N+:17]([O-])([OH:19])=[O:18]>C(OCC)(=O)C.ClCCl>[Cl:1][C:2]1[C:3]2[C:13]([N+:17]([O-:19])=[O:18])=[C:12]([OH:14])[C:11]([O:15][CH3:16])=[CH:10][C:4]=2[S:5][C:6]=1[C:7]([OH:9])=[O:8]. Reported procedure: 3-Chloro-5-hydroxy-6-methoxy-benzo[b]thiophene-2-carboxylic acid (0.28 g) was dissolved in ethyl acetate and a solution of nitric acid in dichloromethane (2M, 0.75 ml) was gradually added at 20° C. into. The solution was stirred at room temperature for 10 min and then it was poured into ice-cold water and extracted with ethyl acetate and evaporated to dryness. Starting materials: C1(CC1)C1=CC=C(C(N1CC(=O)O)=O)NCC1=NC=2NCCCC2C=C1 ({6-Cyclopropyl-2-oxo-3-[(5,6,7,8-tetrahydro-[1,8]naphthyridin-2-ylmethyl)-amino]-2H-pyridin-1-yl}-acetic acid), C(C)OC(C[C@@H](C#C)N)=O (3-amino-3(S)-(ethynyl)-propionic acid ethyl ester). The product is C(C)OC(C[C@@H](C#C)NC(CN1C(C(=CC=C1C1CC1)NCC1=NC=2NCCCC2C=C1)=O)=O)=O (3-(2-{6-Cyclopropyl-2-oxo-3-[(5,6,7,8-tetrahydro-[1,8]naphthyridin-2-ylmethyl)-amino]-2H-pyridin-1-yl}-acetylamino)-3(S)-(ethynyl)-propionic acid ethyl ester). As a reaction SMILES: [CH:1]1([C:4]2[N:9]([CH2:10][C:11](O)=[O:12])[C:8](=[O:14])[C:7]([NH:15][CH2:16][C:17]3[CH:26]=[CH:25][C:24]4[CH2:23][CH2:22][CH2:21][NH:20][C:19]=4[N:18]=3)=[CH:6][CH:5]=2)[CH2:3][CH2:2]1.[CH2:27]([O:29][C:30](=[O:36])[CH2:31][C@H:32]([NH2:35])[C:33]#[CH:34])[CH3:28]>>[CH2:27]([O:29][C:30](=[O:36])[CH2:31][C@H:32]([NH:35][C:11](=[O:12])[CH2:10][N:9]1[C:4]([CH:1]2[CH2:3][CH2:2]2)=[CH:5][CH:6]=[C:7]([NH:15][CH2:16][C:17]2[CH:26]=[CH:25][C:24]3[CH2:23][CH2:22][CH2:21][NH:20][C:19]=3[N:18]=2)[C:8]1=[O:14])[C:33]#[CH:34])[CH3:28]. Reported procedure: Following the procedures described for Scheme 16, the acid 17-7 was coupled with 3-amino-3(S)-(ethynyl)-propionic acid ethyl ester 2-9 (Zablokie et al, J. Med. Chem., 1995, 38, 2378) to afford the title compound 17-12. The reactants are C(C)(C)(C)C1=NN(C(=C1)NC(=O)N[C@H]1CC[C@H](C2=CC=CC=C12)OC=1C=CC=2N(C1)C(=NN2)N2[C@H](CCCC2)C)C=2C=C(COS(=O)(=O)C)C=CC2 (Methanesulfonic acid 3-[3-tert-butyl-5-(3-{(1S,4R)-4-[3-((S)-2-methyl-piperidin-1-yl)-[1,2,4]triazolo[4,3-a]pyridin-6-yloxy]-1,2,3,4-tetrahydro-naphthalen-1-yl}-ureido)-pyrazol-1-yl]benzyl ester), CCN(C(C)C)C(C)C (DIPEA), COC1CCNCC1 (4-methoxypiperidine). The solvent is C1CCOC1 (THF). Reaction conditions: temperature 50 celsius, time 24 hour. Yields the product C(=O)O.C(C)(C)(C)C=1C=C(N(N1)C1=CC(=CC=C1)CN1CCC(CC1)OC)NC(=O)N[C@H]1CC[C@H](C2=CC=CC=C12)OC=1C=CC=2N(C1)C(=NN2)N2[C@H](CCCC2)C (1-{5-tert-Butyl-2-[3-(4-methoxy-piperidin-1-ylmethyl)-phenyl]-2H-pyrazol-3-yl}-3-{(1S,4R)-4-[3-((S)-2-methyl-piperidin-1-yl)-[1,2,4]triazolo[4,3-a]pyridin-6-yloxy]-1,2,3,4-tetrahydro-naphthalen-1-yl}-urea formate salt). The yield is 26.6%. RXN SMILES: [C:1]([C:5]1[CH:9]=[C:8]([NH:10][C:11]([NH:13][C@@H:14]2[C:23]3[C:18](=[CH:19][CH:20]=[CH:21][CH:22]=3)[C@H:17]([O:24][C:25]3[CH:26]=[CH:27][C:28]4[N:29]([C:31]([N:34]5[CH2:39][CH2:38][CH2:37][CH2:36][C@@H:35]5[CH3:40])=[N:32][N:33]=4)[CH:30]=3)[CH2:16][CH2:15]2)=[O:12])[N:7]([C:41]2[CH:42]=[C:43]([CH:50]=[CH:51][CH:52]=2)[CH2:44][O:45]S(C)(=O)=O)[N:6]=1)([CH3:4])([CH3:3])[CH3:2].CCN(C(C)C)C(C)C.[CH3:62][O:63][CH:64]1[CH2:69][CH2:68][NH:67][CH2:66][CH2:65]1>C1COCC1>[CH:44]([OH:45])=[O:63].[C:1]([C:5]1[CH:9]=[C:8]([NH:10][C:11]([NH:13][C@@H:14]2[C:23]3[C:18](=[CH:19][CH:20]=[CH:21][CH:22]=3)[C@H:17]([O:24][C:25]3[CH:26]=[CH:27][C:28]4[N:29]([C:31]([N:34]5[CH2:39][CH2:38][CH2:37][CH2:36][C@@H:35]5[CH3:40])=[N:32][N:33]=4)[CH:30]=3)[CH2:16][CH2:15]2)=[O:12])[N:7]([C:41]2[CH:52]=[CH:51][CH:50]=[C:43]([CH2:44][N:67]3[CH2:68][CH2:69][CH:64]([O:63][CH3:62])[CH2:65][CH2:66]3)[CH:42]=2)[N:6]=1)([CH3:4])([CH3:2])[CH3:3] |f:4.5|. Procedure details: To a solution of Intermediate 167b (0.19 mmol) in THF (2 mL) was added DIPEA (130 μL, 0.75 mmol) and 4-methoxypiperidine (86 mg, 0.75 mmol) and the reaction stirred at 50° C. for 24 h. The crude reaction mixture was cooled and partitioned between EtOAc and water. The aqueous phase was extracted with EtOAc (×3) and the combined organic layers were washed with brine, dried (MgSO4) and concentrated in vacuo. The resulting residue was purified by FCC on silica, using a gradient of 0-10% (2M NH3 in M...